Dataset: the Open Reaction Database (ORD), a public repository of structured organic reaction records. Task: describe an organic reaction: reactants, conditions, products, and yield Starting materials: C1(CCCCC1)NC(CC(C)(OC)OC)=O (N-cyclohexyl-3,3-dimethoxy-butyramide). The solvent is C1(=CC=CC=C1)C (toluene). Run at temperature 145 celsius, time 3 hour. Yields the product C1(CCCCC1)NC(\C=C(\C)/OC)=O (N-cyclohexyl-3-methoxy-crotonamide). Yield: 52.3%. Reaction SMILES: [CH:1]1([NH:7][C:8](=[O:16])[CH2:9][C:10](OC)([O:12][CH3:13])[CH3:11])[CH2:6][CH2:5][CH2:4][CH2:3][CH2:2]1>C1(C)C=CC=CC=1>[CH:1]1([NH:7][C:8](=[O:16])/[CH:9]=[C:10](\[O:12][CH3:13])/[CH3:11])[CH2:6][CH2:5][CH2:4][CH2:3][CH2:2]1. Procedure: A mixture of 40 g of N-cyclohexyl-3,3-dimethoxy-butyramide in 200 ml of toluene was stirred and heated to 145° C. to distill an azeotrope of toluene and methanol. After 3 hours, the mixture was cooled and evaporated to dryness under reduced pressure. The oil residue was chromatographed over silica gel and was eluted with a 7-3 methylene chlorideethyl acetate mixture. The fractions with an Rf of 0.55 were recovered and were concentrated to dryness under reduced pressure. The residue was added to ... Reactants: [N+](=O)([O-])C1=CC(=C(C=C1)O)N (4-nitro-2-aminophenol), O1C(=CC=C1)C=O (furaldehyde). The solvent is C(C)O (ethanol). Reaction conditions: time 0.25 hour. The product is [N+](=O)([O-])C=1C=CC2=C(N=C(O2)C=2OC=CC2)C1 (5-nitro-2-(2-furyl)benzoxazole). Isolated yield 43.9%. Reaction SMILES: [N+:1]([C:4]1[CH:9]=[CH:8][C:7]([OH:10])=[C:6]([NH2:11])[CH:5]=1)([O-:3])=[O:2].[O:12]1[CH:16]=[CH:15][CH:14]=[C:13]1[CH:17]=O>C(O)C>[N+:1]([C:4]1[CH:9]=[CH:8][C:7]2[O:10][C:17]([C:13]3[O:12][CH:16]=[CH:15][CH:14]=3)=[N:11][C:6]=2[CH:5]=1)([O-:3])=[O:2]. Reported procedure: Step A - 15.4 g of 4-nitro-2-aminophenol is dissolved in 250 ml of ethanol and to this solution 9.6 g of furaldehyde is added at room temperature. The reaction is allowed to stir at room temperature for 0.25 hr and the precipitated crystals are collected. The resulting Schiff Base is then dissolved in 250 ml of glacial acetic acid, treated with 44 g of lead tetraacetate and then refluxed for 2 hr. The mixture is then diluted with 250 ml of water and the precipitated product is collected and wash... Starting materials: O=C([O-])O, CS(=O)c1ccc(OC2=C(C(=O)OCc3ccc([N+](=O)[O-])cc3)N3C(=O)CC3S2)cc1, [Na+], C1COCCO1, O. Yields the product CS(=O)c1ccc(OC2=C(C(=O)[O-])N3C(=O)CC3S2)cc1, [Na+]. As a reaction SMILES: [C:32](=[O:33])([OH:34])[O-:35].[CH3:1][S:2](=[O:3])[c:4]1[cH:5][cH:6][c:7]([O:8][C:9]2=[C:10]([C:17](=[O:18])[O:19][CH2:20][c:21]3[cH:22][cH:23][c:24]([N+:25]([O-:26])=[O:27])[cH:28][cH:29]3)[N:11]3[C:12](=[O:16])[CH2:13][CH:14]3[S:15]2)[cH:30][cH:31]1.[Na+:36].[O:37]1[CH2:38][CH2:39][O:40][CH2:41][CH2:42]1.[OH2:43]>>[CH3:1][S:2](=[O:3])[c:4]1[cH:5][cH:6][c:7]([O:8][C:9]2=[C:10]([C:17](=[O:18])[O-:19])[N:11]3[C:12](=[O:16])[CH2:13][CH:14]3[S:15]2)[cH:30][cH:31]1.[Na+:36]. Reactants: C(=O)(O)[O-].[Na+] (NaHCO3), Cl(=O)(=O)(=O)O (Perchloric acid), ClC1=CC=C(C=C1)C1=C(C(=CC2=CC(=CC=C12)OS(=O)(=O)C(F)(F)F)C)[C@@H](C(=O)OCC)O ((S)-ethyl 2-(1-(4-chlorophenyl)-3-methyl-6-(trifluoromethylsulfonyloxy) naphthalen-2-yl)-2-hydroxyacetate), C(=O)(O)[O-].[Na+] (NaHCO3). Run in C(C)(=O)OC(C)(C)C (tert-butyl acetate). Conditions: time 3 hour. Product: C(C)(C)(C)O[C@H](C(=O)OCC)C1=C(C2=CC=C(C=C2C=C1C)OS(=O)(=O)C(F)(F)F)C1=CC=C(C=C1)Cl ((S)-ethyl 2-tert-butoxy-2-(1-(4-chlorophenyl)-3-methyl-6-(trifluoromethylsulfonyloxy)naphthalen-2-yl)acetate). Yield: 116.3%. Reaction SMILES: Cl(O)(=O)(=O)=O.[Cl:6][C:7]1[CH:12]=[CH:11][C:10]([C:13]2[C:22]3[C:17](=[CH:18][C:19]([O:23][S:24]([C:27]([F:30])([F:29])[F:28])(=[O:26])=[O:25])=[CH:20][CH:21]=3)[CH:16]=[C:15]([CH3:31])[C:14]=2[C@H:32]([OH:38])[C:33]([O:35][CH2:36][CH3:37])=[O:34])=[CH:9][CH:8]=1.C([O-])(O)=O.[Na+]>C(OC(C)(C)C)(=O)C>[C:10]([O:38][C@@H:32]([C:14]1[C:15]([CH3:31])=[CH:16][C:17]2[C:22](=[CH:21][CH:20]=[C:19]([O:23][S:24]([C:27]([F:30])([F:29])[F:28])(=[O:26])=[O:25])[CH:18]=2)[C:13]=1[C:10]1[CH:9]=[CH:8][C:7]([Cl:6])=[CH:12][CH:11]=1)[C:33]([O:35][CH2:36][CH3:37])=[O:34])([CH3:13])([CH3:11])[CH3:9] |f:2.3|. Reported procedure: Perchloric acid (70%, 0.28 mL, 3.2 mmol) was added to a solution of (S)-ethyl 2-(1-(4-chlorophenyl)-3-methyl-6-(trifluoromethylsulfonyloxy) naphthalen-2-yl)-2-hydroxyacetate (0.82 g, 1.6 mmol) in tert-butyl acetate (5 mL) at room temperature. After 3 h, solid NaHCO3 was added and the slurry stirred vigorously for 30 min. Saturated NaHCO3 was added slowly until the mixture was pH ˜8. Following extraction of the organic layer with EtOAc, the combined organics were washed with brine, dried over anh... Reactants: Cl.N[C@H]1[C@@H](CCCC1)SCCC(=O)O ((±)-trans-2-amino-1-[2-(carboxy)ethylthio]-cyclohexane hydrochloride), CN1CCOCC1 (N-methylmorpholine), C(C)N=C=NCCCN(C)C (1-ethyl-3-(3-dimethylaminopropyl) carbodiimide), ON1N=NC2=C1N=CC=C2 (1-hydroxy-7-azabenzotriazole). The solvent is O (water). Run at time 5 minute. Yields the product O=C1N[C@H]2[C@H](SCC1)CCCC2 ((±)-trans-Decahydro-4-oxo-benzo[b]-1,4-thiazepine). RXN SMILES: Cl.[NH2:2][C@@H:3]1[CH2:8][CH2:7][CH2:6][CH2:5][C@H:4]1[S:9][CH2:10][CH2:11][C:12]([OH:14])=O.C(N=C=NCCCN(C)C)C.ON1C2N=CC=CC=2N=N1.CN1CCOCC1>O>[O:14]=[C:12]1[CH2:11][CH2:10][S:9][C@@H:4]2[CH2:5][CH2:6][CH2:7][CH2:8][C@H:3]2[NH:2]1 |f:0.1|. Reported procedure: To (±)-trans-2-amino-1-[2-(carboxy)ethylthio]-cyclohexane hydrochloride (0.240 g, 1 mmol) dissolved in 2 mL of dimethylformaamide at 0° C. was successively added 1-ethyl-3-(3-dimethylaminopropyl) carbodiimide (0.356 g, 1.2 mmol), 1-hydroxy-7-azabenzotriazole (0.164 g, 1.2 mmol) and then finally N-methylmorpholine (0.252 g, 2.5 mmol). After stirring for an additional 5 mins., the reaction mixture was warmed to room temperature and stirred overnight at the same temperature. The following day the r... Reactants: O (water), BrC1=NC=C(C=C1)Br (2,5-dibromopyridine), C(C)(=O)NCC#C (N-acetyl-propargylamine). The reagents and catalysts are Cl[Pd]([P](C1=CC=CC=C1)(C2=CC=CC=C2)C3=CC=CC=C3)([P](C4=CC=CC=C4)(C5=CC=CC=C5)C6=CC=CC=C6)Cl (PdCl2(PPh3)2). Run in C(C)(C)NC(C)C (diisopropylamine), C(C)(C)NC(C)C (diisopropylamine). Conditions: time 1 hour. Yields the product C(C)(=O)NCC#CC=1C=CC(=NC1)C#CCNC(C)=O (N-(3-{5-[3-(acetamido)prop-1-ynyl]pyridin-2-yl}prop-2-ynyl)acetamide). RXN SMILES: Br[C:2]1[CH:7]=[CH:6][C:5](Br)=[CH:4][N:3]=1.[C:9]([NH:12][CH2:13][C:14]#[CH:15])(=[O:11])[CH3:10].[OH2:16]>C(NC(C)C)(C)C.Cl[Pd](Cl)([P](C1C=CC=CC=1)(C1C=CC=CC=1)C1C=CC=CC=1)[P](C1C=CC=CC=1)(C1C=CC=CC=1)C1C=CC=CC=1>[C:9]([NH:12][CH2:13][C:14]#[C:15][C:5]1[CH:6]=[CH:7][C:2]([C:6]#[C:7][CH2:2][NH:3][C:4](=[O:16])[CH3:5])=[N:3][CH:4]=1)(=[O:11])[CH3:10] |^1:26,45|. Reported procedure: A mixture of 2,5-dibromopyridine (15.0 g, 63.9 mmol), N-acetyl-propargylamine (15.51 g), and PdCl2(PPh3)2 (453 mg) in diisopropylamine (510 mL) was refluxed for 3 hours under a nitrogen atmosphere. To the mixture was added water (200 ml) and diisopropylamine was removed from the mixture by distillation under reduced pressure. The resulting suspension was aged at ambient temperature for 1 hour, and precipitates were collected by filtration and dried under reduced pressure to provide 2-1 (14.0 g). Starting materials: C1(=CC=CC=C1)P(C1=CC=CC=C1)C1=CC=CC=C1 (triphenyl phosphine), ClC(C(Cl)(Cl)Cl)(Cl)Cl (hexachloroethane), N[C@@H](CCC(N)=O)C(=O)O (glutamine), C(C)(C)(C)C(=O)N[C@@H](C)C(=O)O (tert-butylcarbonylalanine), [OH-].[K+] (potassium hydroxide), [N+](=O)(O)[O-] (nitric acid). Solvent: ClCCCl (1,2-dichloroethane), C1CCCCC1 (cyclohexane), O (water), CCOCC (ether). Run at time 20 minute. The product is N[C@@H](C)C(=O)N[C@@H](CCC(N)=O)C(=O)O (L-Ala-L-Gln). The yield is 40.0%. Reaction SMILES: C(C([NH:7][C@H:8]([C:10](O)=[O:11])[CH3:9])=O)(C)(C)C.C1(P(C2C=CC=CC=2)C2C=CC=CC=2)C=CC=CC=1.ClC(Cl)(Cl)C(Cl)(Cl)Cl.[NH2:40][C@H:41]([C:47]([OH:49])=[O:48])[CH2:42][CH2:43][C:44](=[O:46])[NH2:45].[OH-].[K+].[N+]([O-])(O)=O>ClCCCl.CCOCC.C1CCCCC1.O>[NH2:7][C@H:8]([C:10]([NH:40][C@H:41]([C:47]([OH:49])=[O:48])[CH2:42][CH2:43][C:44](=[O:46])[NH2:45])=[O:11])[CH3:9] |f:4.5|. Reported procedure: In a round bottom flask, add in 10 mmol of tert-butylcarbonylalanine (Boc-Ala), 15 mmol of triphenyl phosphine and 20 mmol of hexachloroethane, and then add in 20 ml of 1,2-dichloroethane. After reacting at 10° C. for 20 min, drop it into a liquid mixture containing 30 mmol glutamine, 20 ml of water and 20 ml of cyclohexane. While reacting, regulate pH to 11 with potassium hydroxide, the reaction temperature is 20° C., the reaction time after dropping is 30 min. And then acidify it to regulate p...